From a dataset of the Open Reaction Database (ORD), a public repository of structured organic reaction records. describe an organic reaction: reactants, conditions, products, and yield The reactants are C=CC(=O)OC, CC#N, O=c1[nH]c(-c2ccc(Cl)cc2)co1, O, O=S(=O)(O)O. Product: COC(=O)C(C)c1oc(=O)[nH]c1-c1ccc(Cl)cc1. As a reaction SMILES: [C:19]([CH:20]=[CH2:21])(=[O:22])[O:23][CH3:24].[CH3:26][C:27]#[N:28].[Cl:1][c:2]1[cH:3][cH:4][c:5](-[c:8]2[nH:9][c:10](=[O:13])[o:11][cH:12]2)[cH:6][cH:7]1.[OH2:25].[S:14](=[O:15])(=[O:16])([OH:17])[OH:18]>>[Cl:1][c:2]1[cH:3][cH:4][c:5](-[c:8]2[nH:9][c:10](=[O:13])[o:11][c:12]2[CH:20]([C:19](=[O:22])[O:23][CH3:24])[CH3:21])[cH:6][cH:7]1. Reactants: C=CCCCCCCC, [Cl-], [Na+], Oc1ccccc1O. Product: CCCCCCCCCc1cccc(O)c1O. Reaction SMILES: [CH2:9]=[CH:10][CH2:11][CH2:12][CH2:13][CH2:14][CH2:15][CH2:16][CH3:17].[Cl-:19].[Na+:18].[OH:1][c:2]1[cH:3][cH:4][cH:5][cH:6][c:7]1[OH:8]>>[OH:1][c:2]1[cH:3][cH:4][cH:5][c:6]([CH2:9][CH2:10][CH2:11][CH2:12][CH2:13][CH2:14][CH2:15][CH2:16][CH3:17])[c:7]1[OH:8]. Starting materials: Br, CS(=O)(=O)O, CC#N, [Na+], [Na+], O=C([O-])[O-], O, O=S(=O)(O)O, OC1(c2ccccc2)C2=NCCCCN2c2ccccc21. Yields the product CC(=O)NC1(c2ccccc2)C2=NCCCCN2c2ccccc21. RXN SMILES: [BrH:1].[CH3:23][S:24](=[O:25])(=[O:26])[OH:27].[CH3:39][C:40]#[N:41].[Na+:33].[Na+:34].[O-:35][C:36](=[O:37])[O-:38].[OH2:42].[S:28](=[O:29])(=[O:30])([OH:31])[OH:32].[c:2]1([C:8]2([OH:22])[C:9]3=[N:21][CH2:20][CH2:19][CH2:18][CH2:17][N:10]3[c:11]3[cH:12][cH:13][cH:14][cH:15][c:16]32)[cH:3][cH:4][cH:5][cH:6][cH:7]1>>[c:2]1([C:8]2([NH:41][C:40](=[O:35])[CH3:39])[C:9]3=[N:21][CH2:20][CH2:19][CH2:18][CH2:17][N:10]3[c:11]3[cH:12][cH:13][cH:14][cH:15][c:16]32)[cH:3][cH:4][cH:5][cH:6][cH:7]1. Product: C(C)(C)N1CCC(=CC1)C1=CNC(C2=CC=CC=C12)=O (4-(1-isopropyl-1,2,3,6-tetrahydropyridin-4-yl)-2H-isoquinolin-1-one). Conditions: temperature 40 celsius. As a reaction SMILES: [NH:1]1[CH2:6][CH:5]=[C:4]([C:7]2[C:16]3[C:11](=[CH:12][CH:13]=[CH:14][CH:15]=3)[C:10](=[O:17])[NH:9][CH:8]=2)[CH2:3][CH2:2]1.C(=O)([O-])[O-].[K+].[K+].[CH:24](I)([CH3:26])[CH3:25]>C(#N)C.O>[CH:24]([N:1]1[CH2:2][CH:3]=[C:4]([C:7]2[C:16]3[C:11](=[CH:12][CH:13]=[CH:14][CH:15]=3)[C:10](=[O:17])[NH:9][CH:8]=2)[CH2:5][CH2:6]1)([CH3:26])[CH3:25] |f:1.2.3|. The solvent is C(C)#N (acetonitrile), O (water). Reactants: N1CCC(=CC1)C1=CNC(C2=CC=CC=C12)=O (4-(1,2,3,6-tetrahydropyridin-4-yl)-2H-isoquinolin-1-one), C(C)(C)I (isopropyl iodide), C([O-])([O-])=O.[K+].[K+] (potassium carbonate). Reported procedure: 4-(1,2,3,6-Tetrahydropyridin-4-yl)-2H-isoquinolin-1-one (0.4 g) obtained in Example 205 and potassium carbonate (1 g) were suspended in acetonitrile (10 mL) and water (1 mL), and isopropyl iodide (0.35 mL) was added at room temperature. The mixture was stirred under heating overnight at 40° C. After the completion of the reaction, the solvent was evaporated. Aqueous potassium carbonate solution was added to the obtained residue, and the mixture was extracted with chloroform. The organic layer wa... The reactants are C#C[Si](C)(C)C, [Cu]I, Cc1ccc(Br)cc1C(=O)c1ccc(Nc2ccccc2N)cc1Cl, O=C(C=Cc1ccccc1)C=Cc1ccccc1, O=C(C=Cc1ccccc1)C=Cc1ccccc1, O=C(C=Cc1ccccc1)C=Cc1ccccc1, [Pd], [Pd], c1ccc(P(c2ccccc2)c2ccccc2)cc1. Product: Cc1ccc(C#C[Si](C)(C)C)cc1C(=O)c1ccc(Nc2ccccc2N)cc1Cl. As a reaction SMILES: [C:45](#[CH:46])[Si:47]([CH3:48])([CH3:49])[CH3:50].[Cu:107][I:108].[NH2:1][c:2]1[c:3]([NH:8][c:9]2[cH:10][c:11]([Cl:25])[c:12]([C:15](=[O:16])[c:17]3[c:18]([CH3:24])[cH:19][cH:20][c:21]([Br:23])[cH:22]3)[cH:13][cH:14]2)[cH:4][cH:5][cH:6][cH:7]1.[O:53]=[C:54]([CH:55]=[CH:56][c:57]1[cH:58][cH:59][cH:60][cH:61][cH:62]1)[CH:63]=[CH:64][c:65]1[cH:66][cH:67][cH:68][cH:69][cH:70]1.[O:71]=[C:72]([CH:73]=[CH:74][c:75]1[cH:76][cH:77][cH:78][cH:79][cH:80]1)[CH:81]=[CH:82][c:83]1[cH:84][cH:85][cH:86][cH:87][cH:88]1.[O:89]=[C:90]([CH:91]=[CH:92][c:93]1[cH:94][cH:95][cH:96][cH:97][cH:98]1)[CH:99]=[CH:100][c:101]1[cH:102][cH:103][cH:104][cH:105][cH:106]1.[Pd:51].[Pd:52].[c:26]1([P:27]([c:28]2[cH:29][cH:30][cH:31][cH:32][cH:33]2)[c:34]2[cH:35][cH:36][cH:37][cH:38][cH:39]2)[cH:40][cH:41][cH:42][cH:43][cH:44]1>>[NH2:1][c:2]1[c:3]([NH:8][c:9]2[cH:10][c:11]([Cl:25])[c:12]([C:15](=[O:16])[c:17]3[c:18]([CH3:24])[cH:19][cH:20][c:21]([C:46]#[C:45][Si:47]([CH3:48])([CH3:49])[CH3:50])[cH:22]3)[cH:13][cH:14]2)[cH:4][cH:5][cH:6][cH:7]1. Reactants: FC1(OC2=C(O1)C=CC(=C2)N2/C(/SC(C2)=C)=N/C(C)=O)F (N-[(2Z)-3-(2,2-difluoro-1,3-benzodioxol-5-yl)-5-methylene-1,3-thiazolidin-2-ylidene]acetamide), Cl (hydrochloric acid). Run in C(C)O.O (ethanol water). The product is FC1(OC2=C(O1)C=CC(=C2)N2C(SC(=C2)C)=N)F (3-(2,2-difluoro-1,3-benzodioxol-5-yl)-5-methyl-1,3-thiazol-2(3H)-imine). RXN SMILES: [F:1][C:2]1([F:21])[O:6][C:5]2[CH:7]=[CH:8][C:9]([N:11]3[CH2:15][C:14](=[CH2:16])[S:13]/[C:12]/3=[N:17]\C(=O)C)=[CH:10][C:4]=2[O:3]1.Cl>C(O)C.O>[F:21][C:2]1([F:1])[O:6][C:5]2[CH:7]=[CH:8][C:9]([N:11]3[CH:15]=[C:14]([CH3:16])[S:13][C:12]3=[NH:17])=[CH:10][C:4]=2[O:3]1 |f:2.3|. Procedure details: A mixture of Example 5 (1.8 g, 5.76 mmol) and hydrochloric acid (38%, 4.76 mL) in 40 mL of ethanol-water (1:1) was refluxed for 15 hours. Then the solvent was removed under reduced pressure, and the residue was carried on to the next step. 1H NMR (CD3OD) δ ppm 2.28 (3H), 7.15 (1H), 7.40-7.65 (3H); MS (ESI) 271(M+H). Product: NC1(c2ncc(F)cn2)CC1. The reactants are [Br-], C1CCOC1, CC[Mg+], CC(C)[O-], CC(C)[O-], CC(C)[O-], CC(C)[O-], N#Cc1ncc(F)cn1, O, [Ti+4]. As a reaction SMILES: [Br-:15].[CH2:10]1[CH2:11][CH2:14][CH2:13][O:12]1.[CH2:16]([Mg+:17])[CH3:18].[CH3:19][CH:20]([CH3:21])[O-:22].[CH3:24][CH:25]([CH3:26])[O-:27].[CH3:28][CH:29]([CH3:30])[O-:31].[CH3:32][CH:33]([CH3:34])[O-:35].[F:1][c:2]1[cH:3][n:4][c:5]([C:8]#[N:9])[n:6][cH:7]1.[OH2:36].[Ti+4:23]>>[F:1][c:2]1[cH:3][n:4][c:5]([C:8]2([NH2:9])[CH2:10][CH2:11]2)[n:6][cH:7]1.